This data is from the Open Reaction Database (ORD), a public repository of structured organic reaction records. The task is: describe an organic reaction: reactants, conditions, products, and yield Reactants: O=C([O-])[O-], CI, CN(C)C=O, O=[N+]([O-])c1ccc(F)cc1O, [K+], [K+], O. The product is COc1cc(F)ccc1[N+](=O)[O-]. RXN SMILES: [C:12](=[O:13])([O-:14])[O-:15].[CH3:18][I:19].[CH3:21][N:22]([CH3:23])[CH:24]=[O:25].[F:1][c:2]1[cH:3][c:4]([OH:11])[c:5]([N+:8](=[O:9])[O-:10])[cH:6][cH:7]1.[K+:16].[K+:17].[OH2:20]>>[F:1][c:2]1[cH:3][c:4]([O:11][CH3:12])[c:5]([N+:8](=[O:9])[O-:10])[cH:6][cH:7]1. The reactants are B(Cl)(Cl)Cl (boron trichloride), CC=1C=C(C#N)C=CC1 (3-methylbenzonitrile), O1C2=C(NCC1)C=CC=C2 (3,4-dihydro-2H-benzo[b][1,4]oxazine), Cl (HCl), [Cl-].[Al+3].[Cl-].[Cl-] (Aluminum chloride), [OH-].[Na+] (NaOH). The solvent is C1(=CC=CC=C1)C (toluene). Conditions: temperature 0 celsius, time 10 minute. Product: O1C2=C(NCC1)C(=CC=C2)C(=O)C=2C=C(C=CC2)C ((3,4-dihydro-2H-benzo[b][1,4]oxazin-5-yl)(m-tolyl)methanone). As a reaction SMILES: B(Cl)(Cl)Cl.[O:5]1[CH2:10][CH2:9][NH:8][C:7]2[CH:11]=[CH:12][CH:13]=[CH:14][C:6]1=2.[Cl-].[Al+3].[Cl-].[Cl-].[CH3:19][C:20]1[CH:21]=[C:22]([CH:25]=[CH:26][CH:27]=1)[C:23]#N.Cl.[OH-:29].[Na+]>C1(C)C=CC=CC=1>[O:5]1[CH2:10][CH2:9][NH:8][C:7]2[C:11]([C:23]([C:22]3[CH:21]=[C:20]([CH3:19])[CH:27]=[CH:26][CH:25]=3)=[O:29])=[CH:12][CH:13]=[CH:14][C:6]1=2 |f:2.3.4.5,8.9|. Procedure details: A dried 200 mL round bottom was charged with boron trichloride (1.0 M PhMe) (4.67 mL, 4.67 mmol) and cooled to 0° C. for 15 min. Next, 3,4-dihydro-2H-benzo[b][1,4]oxazine (574 mg, 4.25 mmol) in toluene (Volume: 9.4 mL) was added dropwise over about 5 min, and then the solution was stirred for 10 minutes. Aluminum chloride (623 mg, 4.67 mmol) was added and the solution was stirred for 5 minutes. Then, 3-methylbenzonitrile (0.605 mL, 5.10 mmol) was added. The reaction mixture was stirred at 0° C.,... Starting materials: Cc1ccccc1, CCN(C(C)C)C(C)C, O=C(CCl)Nc1ccccc1, c1ccc(N2CCNCC2)nc1. Product: O=C(CN1CCN(c2ccccn2)CC1)Nc1ccccc1. As a reaction SMILES: [CH3:33][c:34]1[cH:35][cH:36][cH:37][cH:38][cH:39]1.[CH:24]([N:25]([CH2:26][CH3:27])[CH:28]([CH3:29])[CH3:30])([CH3:31])[CH3:32].[Cl:1][CH2:2][C:3](=[O:4])[NH:5][c:6]1[cH:7][cH:8][cH:9][cH:10][cH:11]1.[n:12]1[c:13]([N:18]2[CH2:19][CH2:20][NH:21][CH2:22][CH2:23]2)[cH:14][cH:15][cH:16][cH:17]1>>[CH2:2]([C:3](=[O:4])[NH:5][c:6]1[cH:7][cH:8][cH:9][cH:10][cH:11]1)[N:21]1[CH2:20][CH2:19][N:18]([c:13]2[n:12][cH:17][cH:16][cH:15][cH:14]2)[CH2:23][CH2:22]1. Product: N1C=CC2=CC=C(C=C12)CNC(CCC#CC1=CC=C(C=C1)C(F)(F)F)=O (5-(4-Trifluoromethyl-phenyl)-pent-4-ynoic acid (1H-indol-6-ylmethyl)-amide). The reactants are FC(C1=CC=C(C=C1)C#CCCC(=O)O)(F)F (5-(4-trifluoromethyl-phenyl)-pent-4-ynoic acid), NCCC1=CC=C2C=CNC2=C1 (6-aminoethyl-1H-indole), ON1N=NC2=C1C=CC=C2 (1-hydroxybenzotriazole), C(C)N1CCOCC1 (4-ethylmorpholine), Cl.CN(CCCN=C=NCC)C (1-[3-(dimethylamino)-propyl]-3-ethylcarbodiimide hydrochloride). Reported procedure: In analogy to the procedure described for example 13 a], 5-(4-trifluoromethyl-phenyl)-pent-4-ynoic acid was reacted with 6-aminoethyl-1H-indole in the presence of 1-hydroxybenzotriazole, 4-ethylmorpholine and 1-[3-(dimethylamino)-propyl]-3-ethylcarbodiimide hydrochloride to give the title compound as colorless crystals. RXN SMILES: [F:1][C:2]([F:17])([F:16])[C:3]1[CH:8]=[CH:7][C:6]([C:9]#[C:10][CH2:11][CH2:12][C:13]([OH:15])=O)=[CH:5][CH:4]=1.NC[CH2:20][C:21]1[CH:29]=[C:28]2[C:24]([CH:25]=[CH:26][NH:27]2)=[CH:23][CH:22]=1.O[N:31]1C2C=CC=CC=2N=N1.C(N1CCOCC1)C.Cl.CN(C)CCCN=C=NCC>>[NH:27]1[C:28]2[C:24](=[CH:23][CH:22]=[C:21]([CH2:20][NH:31][C:13](=[O:15])[CH2:12][CH2:11][C:10]#[C:9][C:6]3[CH:5]=[CH:4][C:3]([C:2]([F:1])([F:17])[F:16])=[CH:8][CH:7]=3)[CH:29]=2)[CH:25]=[CH:26]1 |f:4.5|. Starting materials: CC(C)(C)OC(=O)NC1Cc2ccccc2C2OC12, O=C([O-])O, CCOCC, F, [Na+], c1ccncc1. Product: CC(C)(C)OC(=O)NC1Cc2ccccc2C(F)C1O. As a reaction SMILES: [C:1]([CH3:2])([CH3:3])([CH3:4])[O:5][C:6](=[O:7])[NH:8][CH:9]1[CH:10]2[CH:11]([c:12]3[cH:13][cH:14][cH:15][cH:16][c:17]3[CH2:18]1)[O:19]2.[C:27](=[O:28])([OH:29])[O-:30].[CH3:32][CH2:33][O:34][CH2:35][CH3:36].[FH:26].[Na+:31].[n:20]1[cH:21][cH:22][cH:23][cH:24][cH:25]1>>[C:1]([CH3:2])([CH3:3])([CH3:4])[O:5][C:6](=[O:7])[NH:8][CH:9]1[CH:10]([OH:19])[CH:11]([F:26])[c:12]2[cH:13][cH:14][cH:15][cH:16][c:17]2[CH2:18]1. Reactants: Cc1ccc(B(O)O)cc1 (effective_coupling_partner), CCN(CC)C(=O)Oc2ccc1ccccc1c2 (substrate). The reagents and catalysts are PCy3. Reaction conditions: temperature 120 celsius, time 20 hour. Product: Cc3ccc(c2ccc1ccccc1c2)cc3.